Dataset: the Open Reaction Database (ORD), a public repository of structured organic reaction records. Task: describe an organic reaction: reactants, conditions, products, and yield The reactants are O (water), C(C)(=O)OCC (ethyl acetate), resultant mixture, C1(=CC=CC2=CC=CC=C12)CO (1-naphthylmethanol), ClC(=O)OC1=CC=C(C=C1)[N+](=O)[O-] (4-nitrophenyl chloroformate). Run in N1=CC=CC=C1 (pyridine). Yields the product C(OCC1=CC=CC2=CC=CC=C12)(OC1=CC=C(C=C1)[N+](=O)[O-])=O (1-Naphthylmethyl 4-nitrophenyl carbonate). Reaction SMILES: [C:1]1([CH2:11][OH:12])[C:10]2[C:5](=[CH:6][CH:7]=[CH:8][CH:9]=2)[CH:4]=[CH:3][CH:2]=1.Cl[C:14]([O:16][C:17]1[CH:22]=[CH:21][C:20]([N+:23]([O-:25])=[O:24])=[CH:19][CH:18]=1)=[O:15].O.C(OCC)(=O)C>N1C=CC=CC=1>[C:14](=[O:15])([O:16][C:17]1[CH:18]=[CH:19][C:20]([N+:23]([O-:25])=[O:24])=[CH:21][CH:22]=1)[O:12][CH2:11][C:1]1[C:10]2[C:5](=[CH:6][CH:7]=[CH:8][CH:9]=2)[CH:4]=[CH:3][CH:2]=1. Procedure: In 5 ml of pyridine containing 1.0 g of 1-naphthylmethanol, 1.27 g of 4-nitrophenyl chloroformate was added under ice cooling and the resultant mixture was stirred for 3 hr. Purified water and ethyl acetate, each 20 ml, were added to the reaction mixture and the ethyl acetate layer was separated and washed with purified water. The ethyl acetate layer was dried over anhydrous sodium sulfate, evaporated under reduced pressure and crystallized by the addition of ethanol to give 1.08 g of the title ... Starting materials: N1(CCC1)C1=CC(=C2C(C(=CN(C2=N1)CC1=C(C=C(C=C1)OC)OC)C(=O)OCC)=O)C (ethyl 7-(azetidin-1-yl)-1-(2,4-dimethoxybenzyl)-5-methyl-4-oxo-1,4-dihydro-1,8-naphthyridine-3-carboxylate), O.[OH-].[Li+] (lithium hydroxide monohydrate), Cl (HCl). The solvent is O1CCOCC1 (1,4-dioxane). Conditions: temperature 60 celsius. Product: N1(CCC1)C1=CC(=C2C(C(=CN(C2=N1)CC1=C(C=C(C=C1)OC)OC)C(=O)O)=O)C (7-(azetidin-1-yl)-1-(2,4-dimethoxybenzyl)-5-methyl-4-oxo-1,4-dihydro-1,8-naphthyridine-3-carboxylic acid). As a reaction SMILES: [N:1]1([C:5]2[N:14]=[C:13]3[C:8]([C:9](=[O:31])[C:10]([C:26]([O:28]CC)=[O:27])=[CH:11][N:12]3[CH2:15][C:16]3[CH:21]=[CH:20][C:19]([O:22][CH3:23])=[CH:18][C:17]=3[O:24][CH3:25])=[C:7]([CH3:32])[CH:6]=2)[CH2:4][CH2:3][CH2:2]1.O.[OH-].[Li+].Cl>O1CCOCC1>[N:1]1([C:5]2[N:14]=[C:13]3[C:8]([C:9](=[O:31])[C:10]([C:26]([OH:28])=[O:27])=[CH:11][N:12]3[CH2:15][C:16]3[CH:21]=[CH:20][C:19]([O:22][CH3:23])=[CH:18][C:17]=3[O:24][CH3:25])=[C:7]([CH3:32])[CH:6]=2)[CH2:2][CH2:3][CH2:4]1 |f:1.2.3|. Procedure details: A solution of EXAMPLE 18A (0.320 g) in 1,4-dioxane (7.3 mL) was treated with lithium hydroxide monohydrate (0.0919° g), heated at 60° C. for 18 hours then cooled, poured into 1M HCl, and filtered to provide the desired product. The reactants are C1(C=CC=C1)[Na] (cyclopentadienylsodium), Cl[Si](C)(C)C=1CC2=CC=CC=C2C1 (Chloro-2-indenyldimethylsilane), O (water). The solvent is O1CCCC1 (tetrahydrofuran), C(C)OCC (diethyl ether). Run at temperature 0 celsius, time 15 hour. The product is C1(C=CC=C1)[Si](C)(C)C=1CC2=CC=CC=C2C1 (cyclopentadienyl-2-indenyl-dimethylsilane). Isolated yield 45.8%. As a reaction SMILES: Cl[Si:2]([C:5]1[CH2:6][C:7]2[C:12]([CH:13]=1)=[CH:11][CH:10]=[CH:9][CH:8]=2)([CH3:4])[CH3:3].[CH:14]1([Na])[CH:18]=[CH:17][CH:16]=[CH:15]1.O>C(OCC)C.O1CCCC1>[CH:14]1([Si:2]([C:5]2[CH2:6][C:7]3[C:12]([CH:13]=2)=[CH:11][CH:10]=[CH:9][CH:8]=3)([CH3:3])[CH3:4])[CH:18]=[CH:17][CH:16]=[CH:15]1. Reported procedure: Chloro-2-indenyldimethylsilane (4.6 g, 0.022 mol.) from Example 1 was dissolved in 20 ml of diethyl ether. The solution was cooled to 0° C., and a solution of cyclopentadienylsodium (1.94 g, 0.022 mol.) in 20 ml of tetrahydrofuran was added dropwise. The mixture was stirred for 15 hours at 25° C. 50 ml of water were then added, and the organic phase was washed with water again and dried over Na2SO4. After removal of the solvents under an oil pump vacuum, the light-yellow oil that remained was pu... Run in CC(=O)C (acetone). The reactants are C1=CC(=CC=C1N)O (p-aminophenol), CN(C(=O)Cl)C (dimethylcarbamoyl chloride), C(O)([O-])=O.[Na+] (sodium hydrogen carbonate). Reported procedure: This is made as described in British Patent Spectification No. 999 862. Thus, p-aminophenol (30 g), dimethylcarbamoyl chloride (30 g), sodium hydrogen carbonate (28 g), and dry acetone (600 ml) are stirred and heated under reflux for 3 hours. The mixture is filtered hot and the filtrate is allowed to cool overnight. The crystals which form are filtered off to give the desired urea, m.pt. 205° C. (decomp.). as measured on a Kofler bench (British Patent Specification No. 999 862 reports m.pt. 205°... The product is OC1=CC=C(C=C1)NC(=O)N(C)C (N-(4-Hydroxyphenyl)-N',N'-dimethylurea). Reaction SMILES: [CH:1]1[C:6]([NH2:7])=[CH:5][CH:4]=[C:3]([OH:8])[CH:2]=1.[CH3:9][N:10]([CH3:14])[C:11](Cl)=[O:12].C(=O)([O-])O.[Na+]>CC(C)=O>[OH:8][C:3]1[CH:4]=[CH:5][C:6]([NH:7][C:11]([N:10]([CH3:14])[CH3:9])=[O:12])=[CH:1][CH:2]=1 |f:2.3|. Starting materials: N1C=CC2=CC=CN=C12 (7-azaindole), C1(=CC=C(C=C1)S(=O)(=O)Cl)C (para-toluenesulfonyl chloride), S(=O)(=O)([O-])[O-] (sulfate), [OH-].[Na+] (sodium hydroxide). Solvent: C1(=CC=CC=C1)C (toluene). Conditions: time 3 hour. Product: C1(=CC=C(C=C1)S(=O)(=O)N1C=CC=2C1=NC=CC2)C (1-(Toluene-4-sulfonyl)-1H-pyrrolo[2,3-b]pyridine). The yield is 69.0%. Reaction SMILES: [NH:1]1[C:9]2[C:4](=[CH:5][CH:6]=[CH:7][N:8]=2)[CH:3]=[CH:2]1.[C:10]1([CH3:20])[CH:15]=[CH:14][C:13]([S:16](Cl)(=[O:18])=[O:17])=[CH:12][CH:11]=1.S([O-])([O-])(=O)=O.[OH-].[Na+]>C1(C)C=CC=CC=1>[C:10]1([CH3:20])[CH:15]=[CH:14][C:13]([S:16]([N:1]2[C:9]3=[N:8][CH:7]=[CH:6][CH:5]=[C:4]3[CH:3]=[CH:2]2)(=[O:18])=[O:17])=[CH:12][CH:11]=1 |f:3.4|. Reported procedure: To a solution of 7-azaindole (25 g), para-toluenesulfonyl chloride (44.5 g) and a catalytic amount of tetrabutylammoniun sulfate in dry toluene (300 mL) was added sodium hydroxide (160 g in 500 mL of water). The biphasic solution was stirred at ambient temperature for 3 hours then extracted twice with toluene (100 mL). The combined extracts were dried over magnesium sulfate then concentrated under vacuo. The resultant solid was triturated with diethyl ether then dried at 60° C. under vacuo to yi... The reactants are ClC1=CC(=C(C=C1Cl)N)N (4,5-dichloro-1,2-phenylendiamine), C(C)(C)(C)OC(CC(=O)C1=CC(=CC=C1)C1=CC(=NC(=C1)C)C)=O (3-[3-(2,6-dimethyl-pyridin-4-yl)-phenyl]-3-oxo-propionic acid tert-butyl ester). The solvent is C=1(C(=CC=CC1)C)C (xylene). Yields the product ClC1=CC2=C(NC(CC(=N2)C2=CC(=CC=C2)C2=CC(=NC(=C2)C)C)=O)C=C1Cl (7,8-Dichloro-4-[3-(2,6-dimethyl-pyridin-4-yl)-phenyl]-1,3-dihydro-benzo[b][1,4]diazepin-2-one), solid. Yield: 69.0%. Reaction SMILES: [Cl:1][C:2]1[C:7]([Cl:8])=[CH:6][C:5]([NH2:9])=[C:4]([NH2:10])[CH:3]=1.C([O:15][C:16](=O)[CH2:17][C:18]([C:20]1[CH:25]=[CH:24][CH:23]=[C:22]([C:26]2[CH:31]=[C:30]([CH3:32])[N:29]=[C:28]([CH3:33])[CH:27]=2)[CH:21]=1)=O)(C)(C)C>C1(C)C(C)=CC=CC=1>[Cl:1][C:2]1[C:7]([Cl:8])=[CH:6][C:5]2[NH:9][C:16](=[O:15])[CH2:17][C:18]([C:20]3[CH:25]=[CH:24][CH:23]=[C:22]([C:26]4[CH:27]=[C:28]([CH3:33])[N:29]=[C:30]([CH3:32])[CH:31]=4)[CH:21]=3)=[N:10][C:4]=2[CH:3]=1. Procedure details: The title compound was prepared from commercially available 4,5-dichloro-1,2-phenylendiamine (109 mg, 0.61 mmol) and 3-[3-(2,6-dimethyl-pyridin-4-yl)-phenyl]-3-oxo-propionic acid tert-butyl ester (Example K15) (200 mg, 0.61 mmol) in xylene (10 ml) under reflux conditions for 2 h according to the general procedure M. Obtained as a light brown solid (173 mg, 69%). Starting materials: CCCC[N+](CCCC)(CCCC)CCCC, Cc1ccccc1, FC(F)(F)c1cccc(CBr)c1, [K+], Nc1c2c(nc3ccccc13)CCCC2=O, [OH-], O=S(=O)([O-])O. The product is O=C1CCCc2nc3ccccc3c(NCc3cccc(C(F)(F)F)c3)c21. Reaction SMILES: [CH2:43]([N+:44]([CH2:45][CH2:46][CH2:47][CH3:48])([CH2:49][CH2:50][CH2:51][CH3:52])[CH2:53][CH2:54][CH2:55][CH3:56])[CH2:57][CH2:58][CH3:59].[CH3:31][c:32]1[cH:33][cH:34][cH:35][cH:36][cH:37]1.[F:19][C:20]([c:21]1[cH:22][c:23]([CH2:24][Br:25])[cH:26][cH:27][cH:28]1)([F:29])[F:30].[K+:2].[NH2:3][c:4]1[c:5]2[cH:6][cH:7][cH:8][cH:9][c:10]2[n:11][c:12]2[c:17]1[C:16](=[O:18])[CH2:15][CH2:14][CH2:13]2.[OH-:1].[S:38]([O-:39])([OH:40])(=[O:41])=[O:42]>>[NH:3]([c:4]1[c:5]2[cH:6][cH:7][cH:8][cH:9][c:10]2[n:11][c:12]2[c:17]1[C:16](=[O:18])[CH2:15][CH2:14][CH2:13]2)[CH2:24][c:23]1[cH:22][c:21]([C:20]([F:19])([F:29])[F:30])[cH:28][cH:27][cH:26]1.